This data is from the Open Reaction Database (ORD), a public repository of structured organic reaction records. The task is: describe an organic reaction: reactants, conditions, products, and yield The reactants are CO, Cl[Al](Cl)Cl, CC(Cl)C(=O)NCCc1ccccc1, O. Product: CC1C(=O)NCCc2ccccc21. As a reaction SMILES: [CH3:20][OH:21].[Cl:15][Al:16]([Cl:17])[Cl:18].[Cl:1][CH:2]([C:3](=[O:4])[NH:5][CH2:6][CH2:7][c:8]1[cH:9][cH:10][cH:11][cH:12][cH:13]1)[CH3:14].[OH2:19]>>[CH:2]1([CH3:14])[C:3](=[O:4])[NH:5][CH2:6][CH2:7][c:8]2[c:9]1[cH:10][cH:11][cH:12][cH:13]2. The reactants are Cl.C(OCC)=N (ethyl formimidate hydrochloride), C(C)(C)(C)N (tert-butylamine), C1(CC1)N1C(=NC=C1C=O)C (3-cyclopropyl-2-methyl-3H-imidazole-4-carbaldehyde). Yields the product C(C)(C)(C)N1C=NC=C1C=O (3-tert-Butyl-3H-imidazole-4-carbaldehyde). Reaction SMILES: Cl.C(=N)OCC.[C:7]([NH2:11])([CH3:10])([CH3:9])[CH3:8].C1(N2[C:19]([CH:20]=[O:21])=[CH:18][N:17]=[C:16]2C)CC1>>[C:7]([N:11]1[C:19]([CH:20]=[O:21])=[CH:18][N:17]=[CH:16]1)([CH3:10])([CH3:9])[CH3:8] |f:0.1|. Procedure: 3-tert-Butyl-3H-imidazole-4-carbaldehyde was prepared from ethyl formimidate hydrochloride (Aldrich) and tert-butylamine in the same manner as 3-cyclopropyl-2-methyl-3H-imidazole-4-carbaldehyde (Example 45). The reactants are C(C1=CC=CC=C1)OC=1C=CC=C2C(=CNC12)C[C@@H](CI)N1C(C=2C(C1=O)=CC=CC2)=O ((S)-7-benzyloxy-3-(3-iodo-2-phthalimidopropyl)indole), C([O-])([O-])=O.[K+].[K+] (potassium carbonate), C(=O)[O-].[NH4+] (ammonium formate). The reagents and catalysts are [Pd] (palladium on carbon). The solvent is CN(C)C=O (DMF). Reaction conditions: temperature 85 celsius, time 1 hour. Yields the product C(C1=CC=CC=C1)OC=1C=CC=C2C(=CNC12)C[C@@H](C)N1C(C=2C(C1=O)=CC=CC2)=O ((R)-7-benzyloxy-3-(2-phthalimidopropyl)indole). The yield is 79.4%. Reaction SMILES: [CH2:1]([O:8][C:9]1[CH:10]=[CH:11][CH:12]=[C:13]2[C:17]=1[NH:16][CH:15]=[C:14]2[CH2:18][C@H:19]([N:22]1[C:26](=[O:27])[C:25]2=[CH:28][CH:29]=[CH:30][CH:31]=[C:24]2[C:23]1=[O:32])[CH2:20]I)[C:2]1[CH:7]=[CH:6][CH:5]=[CH:4][CH:3]=1.C(=O)([O-])[O-].[K+].[K+].C([O-])=O.[NH4+]>[Pd].CN(C=O)C>[CH2:1]([O:8][C:9]1[CH:10]=[CH:11][CH:12]=[C:13]2[C:17]=1[NH:16][CH:15]=[C:14]2[CH2:18][C@H:19]([N:22]1[C:23](=[O:32])[C:24]2=[CH:31][CH:30]=[CH:29][CH:28]=[C:25]2[C:26]1=[O:27])[CH3:20])[C:2]1[CH:7]=[CH:6][CH:5]=[CH:4][CH:3]=1 |f:1.2.3,4.5|. Reported procedure: A 10% palladium on carbon catalyst (content 50%) 4.00 g was suspended in 200 ml of DMF, and 20.00 g of (S)-7-benzyloxy-3-(3-iodo-2-phthalimidopropyl)indole was added thereto. Added while stirring were 8.00 g of potassium carbonate and 6.00 g of ammonium formate, the suspension was heated in an oil bath of 85° C. For one hour. After cooling down, the catalyst was filtered off, and the filtrate was diluted with ethyl acetate. Then, water was added thereto, and the organic layer was separated. The ... The reactants are C(O)([O-])=O.[Na+] (sodium hydrogen carbonate), COC=1C=C2C(=CC=NC2=CC1OC)OC1=CC=C(C=C1)N (6,7-Dimethoxy-4-(4-aminophenoxy)quinoline), N1=C(C=CC=C1)C(=O)N (2-Pyridinecarboxamide), ClC(Cl)(OC(OC(Cl)(Cl)Cl)=O)Cl (triphosgene). The solvent is C1(=CC=CC=C1)C (toluene), C(C)N(CC)CC (triethylamine). The product is COC=1C=C2C(=CC=NC2=CC1OC)OC1=CC=C(C=C1)NC(=O)NC(=O)C1=NC=CC=C1 (N-{4-[(6,7-dimethoxy-4-quinolyl)oxy]phenyl}-N'-(2-pyridinecarbonyl)urea). Yield: 76.5%. Reaction SMILES: [CH3:1][O:2][C:3]1[CH:4]=[C:5]2[C:10](=[CH:11][C:12]=1[O:13][CH3:14])[N:9]=[CH:8][CH:7]=[C:6]2[O:15][C:16]1[CH:21]=[CH:20][C:19]([NH2:22])=[CH:18][CH:17]=1.Cl[C:24](Cl)([O:26]C(=O)OC(Cl)(Cl)Cl)Cl.[N:35]1[CH:40]=[CH:39][CH:38]=[CH:37][C:36]=1[C:41]([NH2:43])=[O:42].C(=O)([O-])O.[Na+]>C1(C)C=CC=CC=1.C(N(CC)CC)C>[CH3:1][O:2][C:3]1[CH:4]=[C:5]2[C:10](=[CH:11][C:12]=1[O:13][CH3:14])[N:9]=[CH:8][CH:7]=[C:6]2[O:15][C:16]1[CH:17]=[CH:18][C:19]([NH:22][C:24]([NH:43][C:41]([C:36]2[CH:37]=[CH:38][CH:39]=[CH:40][N:35]=2)=[O:42])=[O:26])=[CH:20][CH:21]=1 |f:3.4|. Procedure: 6,7-Dimethoxy-4-(4-aminophenoxy)quinoline (75 mg) was dissolved in toluene (7 ml) with heat, after the addition of triethylamine (1.4 ml), triphosgene (201 mg) was added, and the admixture was refluxed with heat for 1 minute. 2-Pyridinecarboxamide (102 mg) was added to the reaction mixture, and the admixture was refluxed with heat for 3 hours. After the addition of aqueous sodium hydrogen carbonate, the reaction mixture was extracted 2 times with ethyl acetate, and the organic layer was then was... The reactants are CC=1N=CC2=CC=CC(=C2C1)[N+](=O)[O-] (3-methyl-5-nitro-isoquinoline), ClC1=NC=CC2=CC=CC=C12 (1-chloro-isoquinoline). The product is Cl.ClC1=NC=CC2=CC=CC=C12 (1-chloro-isoquinoline hydrochloride). As a reaction SMILES: CC1N=CC2C(C=1)=C([N+]([O-])=O)C=CC=2.[Cl:15][C:16]1[C:25]2[C:20](=[CH:21][CH:22]=[CH:23][CH:24]=2)[CH:19]=[CH:18][N:17]=1>>[ClH:15].[Cl:15][C:16]1[C:25]2[C:20](=[CH:21][CH:22]=[CH:23][CH:24]=2)[CH:19]=[CH:18][N:17]=1 |f:2.3|. Procedure details: was prepared by the procedure of Example II except that the 3-methyl-5-nitro-isoquinoline of that example was replaced by 1-chloro-isoquinoline to yield 1-chloro-isoquinoline hydrochloride melting over the range 78° - 84°C. The reactants are C(C)(=O)N1CC(CCC1)(CC1=CC=C(C=C1)C)CC=O ([1-acetyl-3-(4-methylbenzyl)piperidin-3-yl]acetaldehyde), C(C)O (ethanol), [OH-].[Na+] (NaOH). Reagents/catalysts: [N+](=O)([O-])[O-].[Ag+] (Silver nitrate), [N+](=O)([O-])[O-].[Ag+] (silver nitrate). The solvent is O (H2O), O (H2O), O (H2O). Conditions: temperature 25 celsius, time 2 hour. Yields the product C(C)(=O)N1CC(CCC1)(CC1=CC=C(C=C1)C)CC(=O)OCC (Ethyl [1-acetyl-3-(4-methylbenzyl)piperidin-3-yl]acetate). RXN SMILES: [C:1]([N:4]1[CH2:9][CH2:8][CH2:7][C:6]([CH2:18][CH:19]=[O:20])([CH2:10][C:11]2[CH:16]=[CH:15][C:14]([CH3:17])=[CH:13][CH:12]=2)[CH2:5]1)(=[O:3])[CH3:2].[OH-].[Na+].[CH2:23]([OH:25])[CH3:24]>O.[N+]([O-])([O-])=O.[Ag+]>[C:1]([N:4]1[CH2:9][CH2:8][CH2:7][C:6]([CH2:18][C:19]([O:25][CH2:23][CH3:24])=[O:20])([CH2:10][C:11]2[CH:12]=[CH:13][C:14]([CH3:17])=[CH:15][CH:16]=2)[CH2:5]1)(=[O:3])[CH3:2] |f:1.2,5.6|. Procedure: Silver nitrate (1.87 g, 11.0 mmol) was dissolved in 3 ml H2O. It was added to a solution of the product from STEP 6 (1.6 g, 5.5 mmol) in 25 ml ethanol. A solution prepared from dissolving NaOH (0.88 g, 22.0 mmol) in 4.0 ml H2O was added dropwise to the silver nitrate solution. The reaction was stirred at 25° C. for 2 h. The reaction was diluted with 15 ml H2O. The ethanol was removed and the resulting residue was extracted with ethyl acetate (2×60 ml). The aqueous extracts were acidified with 1 ... Starting materials: CCN=C=NCCCN(C)C, Cn1ccc(CN)n1, ClCCl, Cl, O=C(O)CN1CCC(c2ccccc2)(c2ccccc2)C1=O. Product: Cn1ccc(CNC(=O)CN2CCC(c3ccccc3)(c3ccccc3)C2=O)n1. As a reaction SMILES: [CH2:2]([N:3]=[C:4]=[N:5][CH2:6][CH2:7][CH2:8][N:9]([CH3:10])[CH3:11])[CH3:12].[CH3:35][n:36]1[n:37][c:38]([CH2:41][NH2:42])[cH:39][cH:40]1.[Cl:43][CH2:44][Cl:45].[ClH:1].[O:13]=[C:14]1[N:15]([CH2:31][C:32](=[O:33])[OH:34])[CH2:16][CH2:17][C:18]1([c:19]1[cH:20][cH:21][cH:22][cH:23][cH:24]1)[c:25]1[cH:26][cH:27][cH:28][cH:29][cH:30]1>>[O:13]=[C:14]1[N:15]([CH2:31][C:32](=[O:33])[NH:42][CH2:41][c:38]2[n:37][n:36]([CH3:35])[cH:40][cH:39]2)[CH2:16][CH2:17][C:18]1([c:19]1[cH:20][cH:21][cH:22][cH:23][cH:24]1)[c:25]1[cH:26][cH:27][cH:28][cH:29][cH:30]1.